This data is from the Open Reaction Database (ORD), a public repository of structured organic reaction records. The task is: describe an organic reaction: reactants, conditions, products, and yield Starting materials: ClC=1N=NC(=CC1)N1CCNCC1 (3-chloro-6-(1-piperazinyl)pyridazine), [H][H] (hydrogen), benzeneacetylaldehyde, S1C=CC=C1 (thiophene). The reagents and catalysts are [Pt] (platinum-on-charcoal). Run in CO (methanol), CO (methanol). Yields the product ClC=1N=NC(=CC1)N1CCN(CC1)CCC1=CC=CC=C1 (3-chloro-6-[4-(2-phenylethyl)-1-piperazinyl]pyridazine). Isolated yield 33.0%. RXN SMILES: [Cl:1][C:2]1[N:3]=[N:4][C:5]([N:8]2[CH2:13][CH2:12][NH:11][CH2:10][CH2:9]2)=[CH:6][CH:7]=1.S1[CH:18]=[CH:17][CH:16]=[CH:15]1.[H][H]>CO.[Pt]>[Cl:1][C:2]1[N:3]=[N:4][C:5]([N:8]2[CH2:9][CH2:10][N:11]([CH2:15][CH2:16][C:17]3[CH:18]=[CH:2][CH:7]=[CH:6][CH:5]=3)[CH2:12][CH2:13]2)=[CH:6][CH:7]=1. Reported procedure: A mixture of 3 parts of 3-chloro-6-(1-piperazinyl)pyridazine. 2 parts of benzeneacetylaldehyde, 1 part of a solution of thiophene in methanol 4% and 200 parts of methanol was hydrogenated at normal pressure and at room temperature with 2 parts of platinum-on-charcoal catalyst 5%. After the calculated amount of hydrogen was taken up, the catalyst was filtered off and the filtrate was evaporated. The residue was crystallized from 2-propanol. The product was filtered off and dried, yielding 1.5 par... Reactants: [Br-], COC(=O)c1ccn(-c2cncc3ccccc23)c1, [K+], [Li+], C1CCOC1, [OH-], O, O. The product is O=C(O)c1ccn(-c2cncc3ccccc23)c1. RXN SMILES: [Br-:24].[CH3:5][O:6][C:7](=[O:8])[c:9]1[cH:10][n:11](-[c:14]2[cH:15][n:16][cH:17][c:18]3[cH:19][cH:20][cH:21][cH:22][c:23]23)[cH:12][cH:13]1.[K+:25].[Li+:3].[O:26]1[CH2:27][CH2:28][CH2:29][CH2:30]1.[OH-:2].[OH2:1].[OH2:4]>>[O:6]=[C:7]([OH:8])[c:9]1[cH:10][n:11](-[c:14]2[cH:15][n:16][cH:17][c:18]3[cH:19][cH:20][cH:21][cH:22][c:23]23)[cH:12][cH:13]1. Run in O (water), CC(=O)N(C)C (DMA). Reactants: C1CC(=O)N(C1=O)Br (NBS), ClC1=C(C=CC=C1/C(=C\C1=NC(=NC=C1)Cl)/O)NS(=O)(=O)C1=C(C=CC=C1F)F (N-{2-chloro-3-[(E)-2-(2-chloro-4-pyrimidinyl)-1-hydroxyethenyl]phenyl}-2,6-difluorobenzenesulfonamide), O1CCC(CC1)C(N)=S (Tetrahydro-2H-pyran-4-carbothioamide). Yields the product ClC1=C(C=CC=C1C=1N=C(SC1C1=NC(=NC=C1)Cl)C1CCOCC1)NS(=O)(=O)C1=C(C=CC=C1F)F (N-{2-Chloro-3-[5-(2-chloro-4-pyrimidinyl)-2-(tetrahydro-2H-pyran-4-yl)-1,3-thiazol-4-yl]phenyl}-2,6-difluorobenzenesulfonamide). As a reaction SMILES: C1C(=O)N(Br)C(=O)C1.[Cl:9][C:10]1[C:15](/[C:16](/O)=[CH:17]\[C:18]2[CH:23]=[CH:22][N:21]=[C:20]([Cl:24])[N:19]=2)=[CH:14][CH:13]=[CH:12][C:11]=1[NH:26][S:27]([C:30]1[C:35]([F:36])=[CH:34][CH:33]=[CH:32][C:31]=1[F:37])(=[O:29])=[O:28].[O:38]1[CH2:43][CH2:42][CH:41]([C:44](=[S:46])[NH2:45])[CH2:40][CH2:39]1>CC(N(C)C)=O.O>[Cl:9][C:10]1[C:15]([C:16]2[N:45]=[C:44]([CH:41]3[CH2:42][CH2:43][O:38][CH2:39][CH2:40]3)[S:46][C:17]=2[C:18]2[CH:23]=[CH:22][N:21]=[C:20]([Cl:24])[N:19]=2)=[CH:14][CH:13]=[CH:12][C:11]=1[NH:26][S:27]([C:30]1[C:35]([F:36])=[CH:34][CH:33]=[CH:32][C:31]=1[F:37])(=[O:29])=[O:28]. Yield: 50.1%. Procedure: Recrystallized NBS (1.56 g, 8.8 mmol) was added to a suspension of N-{2-chloro-3-[(E)-2-(2-chloro-4-pyrimidinyl)-1-hydroxyethenyl]phenyl}-2,6-difluorobenzenesulfonamide (4.02 g, 8.80 mmol) in DMA (15 mL) in an ice-bath. The reaction was immediately removed from the ice bath and allowed to warm to rt over 0.5 h. Tetrahydro-2H-pyran-4-carbothioamide (1.27 g, 8.80 mmol) was added and the reaction warmed in an oil bath (rt to 65° C.). The reaction was diluted with water (100 mL) which caused the pre... Starting materials: CN(C)C=O, [H-], CI, [Na+], O=C1Nc2ccccc2Nc2ccccc21. The product is CN1C(=O)c2ccccc2Nc2ccccc21. Reaction SMILES: [CH3:21][N:22]([CH3:23])[CH:24]=[O:25].[H-:17].[I:19][CH3:20].[Na+:18].[O:1]=[C:2]1[c:3]2[c:4]([cH:13][cH:14][cH:15][cH:16]2)[NH:5][c:6]2[c:7]([cH:9][cH:10][cH:11][cH:12]2)[NH:8]1>>[O:1]=[C:2]1[c:3]2[c:4]([cH:13][cH:14][cH:15][cH:16]2)[NH:5][c:6]2[c:7]([cH:9][cH:10][cH:11][cH:12]2)[N:8]1[CH3:20]. The reactants are O=C(n1ccnc1)n1ccnc1, C1CCNCC1, O=C(O)Cn1c(-c2ccc(Cl)c(Cl)c2)nc2cccnc21, C1CCOC1. Yields the product O=C(Cn1c(-c2ccc(Cl)c(Cl)c2)nc2cccnc21)N1CCCCC1. RXN SMILES: [C:22]([n:23]1[cH:24][cH:25][n:26][cH:27]1)([n:28]1[cH:29][cH:30][n:31][cH:32]1)=[O:33].[CH2:34]1[CH2:35][CH2:36][NH:37][CH2:38][CH2:39]1.[Cl:1][c:2]1[cH:3][c:4](-[c:9]2[n:10][c:11]3[c:12]([n:13][cH:14][cH:15][cH:16]3)[n:17]2[CH2:18][C:19](=[O:20])[OH:21])[cH:5][cH:6][c:7]1[Cl:8].[O:40]1[CH2:41][CH2:42][CH2:43][CH2:44]1>>[Cl:1][c:2]1[cH:3][c:4](-[c:9]2[n:10][c:11]3[c:12]([n:13][cH:14][cH:15][cH:16]3)[n:17]2[CH2:18][C:19](=[O:20])[N:37]2[CH2:36][CH2:35][CH2:34][CH2:39][CH2:38]2)[cH:5][cH:6][c:7]1[Cl:8]. Starting materials: ClCC(=O)Cl (chloroacetyl chloride), C(C)(C)(C)NS(=O)(=O)C1=CC=C2C(=C(NC2=C1)C1=C(C=C(C=C1)C)N)C1CCCCC1 (N-tert-butyl-2-(2-amino-4-methylphenyl)-3-cyclohexyl-1H-indole-6-sulfonamide), C(C)(=O)[O-].[Na+] (sodium acetate), C(C)(=O)O (acetic acid). Run in O1CCCC1 (tetrahydrofuran). Run at time 2 hour. Yields the product C(C)(C)(C)NS(=O)(=O)C1=CC=C2C(=C(NC2=C1)C1=C(C=C(C=C1)C)NC(CCl)=O)C1CCCCC1 (N-tert-butyl-2-[2-(chloroacetylamino)-4-methylphenyl]-3-cyclohexyl-1H-indole-6-sulfonamide). Yield: 88.5%. Reaction SMILES: [C:1]([NH:5][S:6]([C:9]1[CH:17]=[C:16]2[C:12]([C:13]([CH:26]3[CH2:31][CH2:30][CH2:29][CH2:28][CH2:27]3)=[C:14]([C:18]3[CH:23]=[CH:22][C:21]([CH3:24])=[CH:20][C:19]=3[NH2:25])[NH:15]2)=[CH:11][CH:10]=1)(=[O:8])=[O:7])([CH3:4])([CH3:3])[CH3:2].C([O-])(=O)C.[Na+].C(O)(=O)C.[Cl:41][CH2:42][C:43](Cl)=[O:44]>O1CCCC1>[C:1]([NH:5][S:6]([C:9]1[CH:17]=[C:16]2[C:12]([C:13]([CH:26]3[CH2:27][CH2:28][CH2:29][CH2:30][CH2:31]3)=[C:14]([C:18]3[CH:23]=[CH:22][C:21]([CH3:24])=[CH:20][C:19]=3[NH:25][C:43](=[O:44])[CH2:42][Cl:41])[NH:15]2)=[CH:11][CH:10]=1)(=[O:8])=[O:7])([CH3:4])([CH3:2])[CH3:3] |f:1.2|. Reported procedure: To a suspension of N-tert-butyl-2-(2-amino-4-methylphenyl)-3-cyclohexyl-1H-indole-6-sulfonamide (2.14 g, 4.86 mmol), sodium acetate (472 mg, 5.75 mmol) and acetic acid (0.33 ml, 5.76 mmol) in tetrahydrofuran (20 ml) was added dropwise chloroacetyl chloride (0.45 ml, 5.64 mmol) under ice-cooling, and the mixture was stirred at room temperature for 2 hr. the reaction mixture was concentrated under reduced pressure, and water was added to the residue. The precipitated solid was collected by filtrat...